Dataset: the Open Reaction Database (ORD), a public repository of structured organic reaction records. Task: describe an organic reaction: reactants, conditions, products, and yield Starting materials: FC1=CC=C(CC=2C=C(C(=NC2)C(=O)[O-])NC(=O)OC(C)(C)C)C=C1 (5-(4-fluorobenzyl)-3-[(tert-butoxy)carbonyl]amino-2-pyridinecarboxylate), FC(C(=O)O)(F)F (trifluoroacetic acid). Run in C(Cl)Cl (CH2Cl2). Product: NC=1C(=NC=C(C1)CC1=CC=C(C=C1)F)C(=O)OCC (ethyl 3-amino-5-(4-fluorobenzyl)-2-pyridinecarboxylate). RXN SMILES: [F:1][C:2]1[CH:25]=[CH:24][C:5]([CH2:6][C:7]2[CH:8]=[C:9]([NH:16]C(OC(C)(C)C)=O)[C:10]([C:13]([O-:15])=[O:14])=[N:11][CH:12]=2)=[CH:4][CH:3]=1.F[C:27](F)(F)[C:28](O)=O>C(Cl)Cl>[NH2:16][C:9]1[C:10]([C:13]([O:15][CH2:27][CH3:28])=[O:14])=[N:11][CH:12]=[C:7]([CH2:6][C:5]2[CH:4]=[CH:3][C:2]([F:1])=[CH:25][CH:24]=2)[CH:8]=1. Procedure details: A solution of 5-(4-fluorobenzyl)-3-[(tert-butoxy)carbonyl]amino-2-pyridinecarboxylate (29 g, 77 mmol) in CH2Cl2 (200 mL) and trifluoroacetic acid (60 mL) was stirred at rt overnight. The solvent was removed in vacuo and the crude material was dissolved in EtOAc and washed with NaHCO3 solution and brine. The organic layer was dried, concentrated and chromatographed on silica gel eluting with 20-60% EtOAc/hexanes to yield the product as a light yellow solid: 1H NMR (d6-DMSO) δ 7.76 (1H, d, J=1.7 H... Reactants: FC(C1=CC=C(C=C1)NC(=O)N1N=C(C(C1)NCCC)C1=CC(=C(C=C1)OC(F)F)C)(F)F (N-(4-trifluoromethylphenyl)-3-(4-difluoromethoxy-3-methylphenyl)-4-propylamino-4,5-dihydro-1H-pyrazole-1-carboxamide). Run in [H-].C(C(C)C)[Al+]CC(C)C (diisobutylaluminum hydride). Product: FC(C1=CC=C(C=C1)NC(=O)N1NC(C(C1)NCCC)C1=CC(=C(C=C1)OC(F)F)C)(F)F (N-(4-trifluoromethylphenyl)-3-(4-difluoromethoxy-3-methylphenyl)-4-propylamino-2,3,4,5-tetrahydro-1H-pyrazole-1-carboxamide). The yield is 57.7%. Reaction SMILES: [F:1][C:2]([F:33])([F:32])[C:3]1[CH:8]=[CH:7][C:6]([NH:9][C:10]([N:12]2[CH2:16][CH:15]([NH:17][CH2:18][CH2:19][CH3:20])[C:14]([C:21]3[CH:26]=[CH:25][C:24]([O:27][CH:28]([F:30])[F:29])=[C:23]([CH3:31])[CH:22]=3)=[N:13]2)=[O:11])=[CH:5][CH:4]=1>[H-].C([Al+]CC(C)C)C(C)C>[F:33][C:2]([F:1])([F:32])[C:3]1[CH:4]=[CH:5][C:6]([NH:9][C:10]([N:12]2[CH2:16][CH:15]([NH:17][CH2:18][CH2:19][CH3:20])[CH:14]([C:21]3[CH:26]=[CH:25][C:24]([O:27][CH:28]([F:29])[F:30])=[C:23]([CH3:31])[CH:22]=3)[NH:13]2)=[O:11])=[CH:7][CH:8]=1 |f:1.2|. Procedure: By substantially following the procedure given in Example 19i using 1.0 g (2.2 mmole) of N-(4-trifluoromethylphenyl)-3-(4-difluoromethoxy-3-methylphenyl)-4-propylamino-4,5-dihydro-1H-pyrazole-1-carboxamide (Example 29b) and 10 ml of 1.0M diisobutylaluminum hydride one obtains 0.6 g of N-(4-trifluoromethylphenyl)-3-(4-difluoromethoxy-3-methylphenyl)-4-propylamino-2,3,4,5-tetrahydro-1H-pyrazole-1-carboxamide, an oil. NMR 0.9 t 3H, 2.5 m 2H, 2.3 s 3H, 2.6 t 2H, 3.5 bd 2H, 3.7 m 1H, 4.0 m 2H, 4.8 bm... Reactants: C(CC1C(C(=O)O)CCC=C1)(=O)O (tetrahydrohomophthalic acid), ClC=1C=C(N)C=CC1 (m-chloroaniline). Yields the product ClC=1C=C(C=CC1)N1C(C=2CCCCC2CC1=O)=O (2-(m-chlorophenyl)-5,6,7,8-tetrahydroisoquinoline-1,3(2H,4H)-dione). Reaction SMILES: [C:1]([OH:13])(=O)[CH2:2][CH:3]1[CH:11]=[CH:10][CH2:9][CH2:8][CH:4]1[C:5]([OH:7])=O.[Cl:14][C:15]1[CH:16]=[C:17]([CH:19]=[CH:20][CH:21]=1)[NH2:18]>>[Cl:14][C:15]1[CH:16]=[C:17]([N:18]2[C:1](=[O:13])[CH2:2][C:3]3[CH2:11][CH2:10][CH2:9][CH2:8][C:4]=3[C:5]2=[O:7])[CH:19]=[CH:20][CH:21]=1. Reported procedure: A mixture of tetrahydrohomophthalic acid (46.0 g., 0.25 mole) and m-chloroaniline (31.8 g., 0.25 mole) is heated by an oil bath until molten for two hours. When removed from the oil bath, the reaction mixture solidifies and is recrystallized twice from ethanol/ethyl acetate, giving 2-(m-chlorophenyl)-5,6,7,8-tetrahydroisoquinoline-1,3(2H,4H)-dione. Starting materials: [O-][n+]1c(CCl)nc2cc3c(cc2c1-c1ccc2c(c1)OCO2)OCO3, CN(C)C=O, c1c[nH]cn1. The product is [O-][n+]1c(Cn2ccnc2)nc2cc3c(cc2c1-c1ccc2c(c1)OCO2)OCO3. Reaction SMILES: [Cl:1][CH2:2][c:3]1[n:4][c:5]2[cH:6][c:7]3[c:8]([cH:9][c:10]2[c:11](-[c:14]2[cH:15][c:16]4[c:17]([cH:18][cH:19]2)[O:20][CH2:21][O:22]4)[n+:12]1[O-:13])[O:23][CH2:24][O:25]3.[O:31]=[CH:32][N:33]([CH3:34])[CH3:35].[nH:26]1[cH:27][n:28][cH:29][cH:30]1>>[CH2:2]([c:3]1[n:4][c:5]2[cH:6][c:7]3[c:8]([cH:9][c:10]2[c:11](-[c:14]2[cH:15][c:16]4[c:17]([cH:18][cH:19]2)[O:20][CH2:21][O:22]4)[n+:12]1[O-:13])[O:23][CH2:24][O:25]3)[n:26]1[cH:27][n:28][cH:29][cH:30]1.